Dataset: the Open Reaction Database (ORD), a public repository of structured organic reaction records. Task: describe an organic reaction: reactants, conditions, products, and yield The reactants are S(=O)(Cl)Cl (Thionyl chloride), OC(CC#N)(C1=CC=C(C=C1)OC)C1=CC=C(C=C1)OC (3-hydroxy-3,3-di(4-methoxyphenyl)propanenitrile), ice. The solvent is N1=CC=CC=C1 (pyridine). Product: COC1=CC=C(C=C1)C(=CC#N)C1=CC=C(C=C1)OC (3,3-di(4-methoxyphenyl)-2-propenenitrile). Yield: 79.4%. RXN SMILES: S(Cl)(Cl)=O.O[C:6]([C:18]1[CH:23]=[CH:22][C:21]([O:24][CH3:25])=[CH:20][CH:19]=1)([C:10]1[CH:15]=[CH:14][C:13]([O:16][CH3:17])=[CH:12][CH:11]=1)[CH2:7][C:8]#[N:9]>N1C=CC=CC=1>[CH3:25][O:24][C:21]1[CH:20]=[CH:19][C:18]([C:6]([C:10]2[CH:11]=[CH:12][C:13]([O:16][CH3:17])=[CH:14][CH:15]=2)=[CH:7][C:8]#[N:9])=[CH:23][CH:22]=1. Procedure: Thionyl chloride (2.18 g, 0.018 mol) was slowly added to a stirred solution of 3-hydroxy-3,3-di(4-methoxyphenyl)propanenitrile (4.0 g, 0.014 mol) in pyridine (30 ml) cooled in an ice-salt bath. After the addition was complete the mixture was allowed to warm up to room temperature and stirred for 2 h. ice cold water (100 ml) was added and the mixture extracted with DCM (2×100 ml) The combined organics were washed with 3M hydrochloric acid (1×50 ml, 1×5 ml) , brine (50 ml) , dried over anhydrous s... Reactants: Cl.C1=NC=CC=2C(=CC=CC12)S(=O)(=O)Cl (isoquinoline-5-sulfonyl chloride hydrochloride), C(C)(C)(C)OC(=O)NCC(CN)(C)C (3-(N-tert-butoxycarbonylamino)-2,2-dimethylpropylamine). The product is C(C)(C)(C)OC(=O)NCC(CNS(=O)(=O)C1=C2C=CN=CC2=CC=C1)(C)C (N-(tert-butoxycarbonyl)-N′-[(5-isoquinolyl)sulfonyl]-2,2-dimethyl-1,3-propylenediamine). Isolated yield 97.8%. As a reaction SMILES: Cl.[CH:2]1[C:11]2[CH:10]=[CH:9][CH:8]=[C:7]([S:12](Cl)(=[O:14])=[O:13])[C:6]=2[CH:5]=[CH:4][N:3]=1.[C:16]([O:20][C:21]([NH:23][CH2:24][C:25]([CH3:29])([CH3:28])[CH2:26][NH2:27])=[O:22])([CH3:19])([CH3:18])[CH3:17]>>[C:16]([O:20][C:21]([NH:23][CH2:24][C:25]([CH3:29])([CH3:28])[CH2:26][NH:27][S:12]([C:7]1[CH:8]=[CH:9][CH:10]=[C:11]2[C:6]=1[CH:5]=[CH:4][N:3]=[CH:2]2)(=[O:14])=[O:13])=[O:22])([CH3:19])([CH3:18])[CH3:17] |f:0.1|. Reported procedure: According to Reference Example 5, Step B, a reaction was performed by using isoquinoline-5-sulfonyl chloride hydrochloride (7.8 g) and Intermediate 56 (5.97 g) to obtain the title compound (11.36 g). Reactants: 3S, ClC1=CC=C2C(=C1)NC(C21C(NC(CC1C1=C(C=CC(=C1)Cl)OC(C)(C)C(=O)OC)=O)C1=C(C=C(C(=C1)F)F)C)=O (6-chloro-4′-[5-chloro-2-(1-methoxycarbonyl-1-methyl-ethoxy)-phenyl]-2′-(4,5-difluoro-2-methyl-phenyl) spiro[3H-indole-3,3′-piperidine]-2,6′(1H)-dione), P12(=S)SP3(=S)SP(=S)(S1)SP(=S)(S2)S3 (P2S5). Run in C1CCOC1 (THF), C1(=CC=CC=C1)C (toluene). Run at temperature 50 celsius. Yields the product ClC1=CC=C2C(=C1)NC(C21C(NC(CC1C1=C(C=CC(=C1)Cl)OC(C)(C)C(=O)OC)=S)C1=C(C=C(C(=C1)F)F)C)=O (6-chloro-4′-[5-chloro-2-(1-methoxycarbonyl-1-methyl-ethoxy)-phenyl]-2′-(4,5-difluoro-2-methyl-phenyl)-6′-thioxo spiro[3H-indole-3,3′-piperidine]-2(1H)-one). The yield is 24.1%. Reaction SMILES: [Cl:1][C:2]1[CH:7]=[C:6]2[NH:8][C:9](=[O:41])[C:10]3([CH:15]([C:16]4[CH:21]=[C:20]([Cl:22])[CH:19]=[CH:18][C:17]=4[O:23][C:24]([C:27]([O:29][CH3:30])=[O:28])([CH3:26])[CH3:25])[CH2:14][C:13](=O)[NH:12][CH:11]3[C:32]3[CH:37]=[C:36]([F:38])[C:35]([F:39])=[CH:34][C:33]=3[CH3:40])[C:5]2=[CH:4][CH:3]=1.P12(SP3(SP(SP(S3)(S1)=S)(=S)S2)=S)=[S:43]>C1COCC1.C1(C)C=CC=CC=1>[Cl:1][C:2]1[CH:7]=[C:6]2[NH:8][C:9](=[O:41])[C:10]3([CH:15]([C:16]4[CH:21]=[C:20]([Cl:22])[CH:19]=[CH:18][C:17]=4[O:23][C:24]([C:27]([O:29][CH3:30])=[O:28])([CH3:26])[CH3:25])[CH2:14][C:13](=[S:43])[NH:12][CH:11]3[C:32]3[CH:37]=[C:36]([F:38])[C:35]([F:39])=[CH:34][C:33]=3[CH3:40])[C:5]2=[CH:4][CH:3]=1. Reported procedure: A mixture of racemic (2′S, 3S, 4′R)-6-chloro-4′-[5-chloro-2-(1-methoxycarbonyl-1-methyl-ethoxy)-phenyl]-2′-(4,5-difluoro-2-methyl-phenyl) spiro[3H-indole-3,3′-piperidine]-2,6′(1H)-dione (40 mg, 0.067 mmol) and P2S5 (45 mg, 0.20 mmol) in THF (2 mL) was heated at 50° C. for 2 h, and then diluted with toluene (10 mL). The mixture was concentrated in vacuo and the residue was washed with DCM twice. The DCM extracts were combined and concentrated. The residue was purified by flash chromatography to g... The reactants are ICCCCCCCCCC (iododecane), NC1=CC(=NC2=CC=CC=C12)C (4-aminoquinaldine). The solvent is C(C)C(=O)C (methyl ethyl ketone). Product: [I-].C(CCCCCCCCC)[N+]1=C(C)C=C(C2=CC=CC=C12)N (N-Decyl-4-aminoquinaldinium iodide). RXN SMILES: [I:1][CH2:2][CH2:3][CH2:4][CH2:5][CH2:6][CH2:7][CH2:8][CH2:9][CH2:10][CH3:11].[NH2:12][C:13]1[C:22]2[C:17](=[CH:18][CH:19]=[CH:20][CH:21]=2)[N:16]=[C:15]([CH3:23])[CH:14]=1>C(C(C)=O)C>[I-:1].[CH2:2]([N+:16]1[C:17]2[C:22](=[CH:21][CH:20]=[CH:19][CH:18]=2)[C:13]([NH2:12])=[CH:14][C:15]=1[CH3:23])[CH2:3][CH2:4][CH2:5][CH2:6][CH2:7][CH2:8][CH2:9][CH2:10][CH3:11] |f:3.4|. Reported procedure: This compound was prepared by mixing commercially available iododecane and 4-aminoquinaldine in methyl ethyl ketone, and refluxing for 72 h. The solid product was collected by filtration and recrystallized twice in absolute ethanol. 1H NMR (in DMSO-d6): δ 0.85 (t, J=5.1 Hz, 3H), 1.24 (br, 12H), 1.43 (m, 2H), 1.70 (m, 2H), 2.73 (s, 3H), 4.45 (t, J=8.09 Hz, 2H), 6.73 (s, 1H), 7.72 (dd, 1H), 8.02 (dd, 1H), 8.15 (d, J=8.94 Hz, 1H), 8.43 (d, J=8.37 Hz), 8.81 (br, 2H). Elemental analysis Calcd for C20...